This data is from the Open Reaction Database (ORD), a public repository of structured organic reaction records. The task is: describe an organic reaction: reactants, conditions, products, and yield Reactants: [OH-].[NH4+] (ammonium hydroxide), N=1CCCN2C1SC1=C2C=C(C=C1)N (3,4-dihydro-2H-pyrimido[2,1-b]benzothiazol-7-amine), COC=1C=C(C=O)C=C(C1OC)OC (3,4,5-trimethoxybenzaldehyde), [BH4-].[Na+] (sodium borohydride). Run in O (Water), C(C)(=O)O (acetic acid). Reaction conditions: time 30 minute. The product is COC=1C=C(C=C(C1OC)OC)CNC=1C=CC2=C(N3C(S2)=NCCC3)C1 (3,4-dihydro-N-(3,4,5-trimethoxyphenylmethyl)-2H-pyrimido[2,1-b]benzothiazol-7-amine). As a reaction SMILES: [N:1]1[CH2:2][CH2:3][CH2:4][N:5]2[C:9]3[CH:10]=[C:11]([NH2:14])[CH:12]=[CH:13][C:8]=3[S:7][C:6]=12.[CH3:15][O:16][C:17]1[CH:18]=[C:19]([CH:22]=[C:23]([O:27][CH3:28])[C:24]=1[O:25][CH3:26])[CH:20]=O.[BH4-].[Na+].[OH-].[NH4+]>O.C(O)(=O)C>[CH3:28][O:27][C:23]1[CH:22]=[C:19]([CH2:20][NH:14][C:11]2[CH:12]=[CH:13][C:8]3[S:7][C:6]4=[N:1][CH2:2][CH2:3][CH2:4][N:5]4[C:9]=3[CH:10]=2)[CH:18]=[C:17]([O:16][CH3:15])[C:24]=1[O:25][CH3:26] |f:2.3,4.5|. Reported procedure: To a stirred mixture of 6.2 parts of 3,4-dihydro-2H-pyrimido[2,1-b]benzothiazol-7-amine, 7.8 parts of 3,4,5-trimethoxybenzaldehyde and 60 parts of acetic acid are added portionwise 1.2 parts of sodium borohydride at a temperature between 18° and 20° C. Upon completion, stirring is continued for 30 minutes at room temperature. Water is added and the whole is alkalized with ammonium hydroxide. The product is extracted with trichloromethane. The extract is dried, filtered and evaporated. The residu... Starting materials: C1CNC(=O)N1 (ethylene urea), C(=O)C=O (glyoxal). Solvent: C(CO)O (ethylene glycol). Reaction conditions: temperature 70 celsius, time 4 hour. The product is C1CNC(=O)N1.C(CO)O.C(=O)C=O (Ethylene Urea Ethylene Glycol Glyoxal). RXN SMILES: [CH2:1]1[NH:6][C:4](=[O:5])[NH:3][CH2:2]1.[CH:7]([CH:9]=[O:10])=[O:8]>C(O)CO>[CH2:1]1[NH:6][C:4](=[O:5])[NH:3][CH2:2]1.[CH2:9]([OH:10])[CH2:7][OH:8].[CH:7]([CH:4]=[O:5])=[O:8] |f:3.4.5|. Procedure details: To a 1-liter 3-necked flask equipped with a mechanical stirrer, reflux condenser, and thermometer were charged 102 grams of ethylene urea (40 wt %), 39 grams of ethylene glycol, and 97 grams of glyoxal (40 wt %). Initial pH of the mixture was 4.3. The mixture was stirred, heated to 70° C., and held at this temperature for four hours. The product (EEG) was a clear yellow liquid with NV %=43.6%, pH=3.9 and infinite WD. The composition was stable for at least 3 months (clear, no gellation, infinite...